This data is from the Open Reaction Database (ORD), a public repository of structured organic reaction records. The task is: describe an organic reaction: reactants, conditions, products, and yield Reactants: COc1cc(OCC(N)=O)cc(C(=O)NC2CCNCC2)c1, [BH3-]C#N, CCOc1cc(C=O)cc(OCC)c1-c1ccc(F)cc1, CCN(C(C)C)C(C)C, CCO, CC(=O)O, Cl, [Na+]. The product is CCOc1cc(CN2CCC(NC(=O)c3cc(OC)cc(OCC(N)=O)c3)CC2)cc(OCC)c1-c1ccc(F)cc1. Reaction SMILES: [C:2]([NH2:3])(=[O:4])[CH2:5][O:6][c:7]1[cH:8][c:9]([C:10](=[O:11])[NH:12][CH:13]2[CH2:14][CH2:15][NH:16][CH2:17][CH2:18]2)[cH:19][c:20]([O:22][CH3:23])[cH:21]1.[C:45]([BH3-:46])#[N:47].[CH2:24]([CH3:25])[O:26][c:27]1[c:28](-[c:38]2[cH:39][cH:40][c:41]([F:44])[cH:42][cH:43]2)[c:29]([O:35][CH2:36][CH3:37])[cH:30][c:31]([CH:33]=[O:34])[cH:32]1.[CH2:49]([N:50]([CH:51]([CH3:52])[CH3:53])[CH:54]([CH3:55])[CH3:56])[CH3:57].[CH3:58][CH2:59][OH:60].[CH3:61][C:62](=[O:63])[OH:64].[ClH:1].[Na+:48]>>[C:2]([NH2:3])(=[O:4])[CH2:5][O:6][c:7]1[cH:8][c:9]([C:10](=[O:11])[NH:12][CH:13]2[CH2:14][CH2:15][N:16]([CH2:33][c:31]3[cH:30][c:29]([O:35][CH2:36][CH3:37])[c:28](-[c:38]4[cH:39][cH:40][c:41]([F:44])[cH:42][cH:43]4)[c:27]([O:26][CH2:24][CH3:25])[cH:32]3)[CH2:17][CH2:18]2)[cH:19][c:20]([O:22][CH3:23])[cH:21]1. Starting materials: [Al+3], C1CCOC1, Cc1ccc(Cl)cc1C#N, [H-], [H-], [H-], [H-], [Li+]. Product: Cc1ccc(Cl)cc1CN. As a reaction SMILES: [Al+3:12].[CH2:17]1[O:18][CH2:19][CH2:20][CH2:21]1.[CH3:1][c:2]1[c:3]([C:4]#[N:5])[cH:6][c:7]([Cl:10])[cH:8][cH:9]1.[H-:11].[H-:14].[H-:15].[H-:16].[Li+:13]>>[CH3:1][c:2]1[c:3]([CH2:4][NH2:5])[cH:6][c:7]([Cl:10])[cH:8][cH:9]1. Starting materials: C#CCOc1c(OC)cc(C(=O)N2C3CCCCC32)cc1OC, ClC(Cl)Cl, [Cl-], [Cl-], [Cl-], [NH4+], [Zn+2]. Yields the product C#CCOc1c(OC)cc(C(=O)NC2CCCCC2Cl)cc1OC. RXN SMILES: [CH3:1][O:2][c:3]1[cH:4][c:5]([C:6](=[O:7])[N:8]2[CH:9]3[CH2:10][CH2:11][CH2:12][CH2:13][CH:14]23)[cH:15][c:16]([O:22][CH3:23])[c:17]1[O:18][CH2:19][C:20]#[CH:21].[CH:29]([Cl:30])([Cl:31])[Cl:32].[Cl-:24].[Cl-:26].[Cl-:27].[NH4+:25].[Zn+2:28]>>[CH3:1][O:2][c:3]1[cH:4][c:5]([C:6](=[O:7])[NH:8][CH:9]2[CH2:10][CH2:11][CH2:12][CH2:13][CH:14]2[Cl:24])[cH:15][c:16]([O:22][CH3:23])[c:17]1[O:18][CH2:19][C:20]#[CH:21]. Reactants: CC(=O)OC(C)=O, CC1(C)CN(c2cccc[n+]2[O-])c2cc(N)ccc2O1, c1ccncc1. Product: CC(=O)Nc1ccc2c(c1)N(c1cccc[n+]1[O-])CC(C)(C)O2. Reaction SMILES: [CH3:27][C:28](=[O:29])[O:30][C:31](=[O:32])[CH3:33].[NH2:1][c:2]1[cH:3][cH:4][c:5]2[c:6]([cH:20]1)[N:7]([c:13]1[n+:14]([O-:19])[cH:15][cH:16][cH:17][cH:18]1)[CH2:8][C:9]([CH3:11])([CH3:12])[O:10]2.[cH:21]1[cH:22][cH:23][n:24][cH:25][cH:26]1>>[NH:1]([c:2]1[cH:3][cH:4][c:5]2[c:6]([cH:20]1)[N:7]([c:13]1[n+:14]([O-:19])[cH:15][cH:16][cH:17][cH:18]1)[CH2:8][C:9]([CH3:11])([CH3:12])[O:10]2)[C:28]([CH3:27])=[O:29]. Reactants: C=1(C(N)N)C(C)=CC(C)=C(C)C1 (durene diamine), C(=O)(Cl)Cl (phosgene), C(=O)(Cl)Cl (phosgene), C=1(C(N)N)C(C)=CC(C)=C(C)C1 (durene diamine). Product: [N-]=C=O.[N-]=C=O.C=1(C)C(C)=CC(C)=C(C)C1 (durene diisocyanate). As a reaction SMILES: [C:1]1([C:5](=[CH:7][C:8](=[C:10]([CH:12]=1)[CH3:11])[CH3:9])[CH3:6])[CH:2]([NH2:4])[NH2:3].[C:13](Cl)(Cl)=[O:14]>>[N-:4]=[C:2]=[O:14].[N-:3]=[C:13]=[O:14].[C:1]1([C:5](=[CH:7][C:8](=[C:10]([CH:12]=1)[CH3:11])[CH3:9])[CH3:6])[CH3:2] |f:2.3.4|. Procedure details: The reaction of the anhydrous and catalyst-free solution of crude durene diamine with phosgene in conventional amounts (ca. 2 to 8 moles, preferably 3 to 6 moles of phosgene for each 1 mole of durene diamine) to form durene diisocyanate may be carried out by conventional cold-hot phosgenation. This means that a solution of phosgene in the organic solvent that was, for example, previously used is first added at a low temperature (from about 0 to 30° C.) to the phosgenation reactor, the durene dia... Starting materials: CN1N=C2C=CC3=C(C2=C1)C(CC3)CCNC(C)=O (N-[2-(2-Methyl-2,6,7,8-tetrahydrocyclopenta[e]indazol-8-yl)ethyl]acetamide), CC(CC1=CC=CC=C1)NCCC#N.Cl (Dicel). The solvent is CCCCCC.C(C)O (hexane ethanol), CCCCCC.C(C)O (hexane ethanol). The product is CN1N=C2C=CC3=C(C2=C1)[C@H](CC3)CCNC(C)=O (N-{2-[(8R)-2-methyl-2,6,7,8-tetrahydrocyclopenta[e]indazol-8-yl]ethyl}acetamide). The yield is 51.4%. As a reaction SMILES: [CH3:1][N:2]1[CH:10]=[C:9]2[C:4]([CH:5]=[CH:6][C:7]3[CH2:13][CH2:12][CH:11]([CH2:14][CH2:15][NH:16][C:17](=[O:19])[CH3:18])[C:8]=32)=[N:3]1.CC(NCCC#N)CC1C=CC=CC=1.Cl>CCCCCC.C(O)C>[CH3:1][N:2]1[CH:10]=[C:9]2[C:4]([CH:5]=[CH:6][C:7]3[CH2:13][CH2:12][C@H:11]([CH2:14][CH2:15][NH:16][C:17](=[O:19])[CH3:18])[C:8]=32)=[N:3]1 |f:1.2,3.4|. Procedure: N-[2-(2-Methyl-2,6,7,8-tetrahydrocyclopenta[e]indazol-8-yl)ethyl]acetamide (about 70 mg) was fractionated by high performance liquid chromatography (instrument: Prep LC 2000 (manufactured by Nihon Waters K.K.), column: CHIRALPAK AD (50 mm ID×500 mm L, manufactured by Dicel Chemical Industries, Ltd.), mobile phase: hexane/ethanol=90/10, flow rate: 80 mL/min, column temperature: room temperature, sample concentration: 1.0 mg/mL (hexane/ethanol=90/10), injection amount: about 35 mg). A fraction sol... The reactants are ClC1=C(C=C(C(=S)O)C=C1)S(N)(=O)=O (4-chloro-3-sulfamoyl-thiobenzoic acid), CC(C(=O)N1[C@H](C(=O)O)CCC1)=C (1-(2-methyl-2-propenoyl)-L-proline), C(C)O (ethanol). Conditions: time 8 hour. Product: C1(CCCCC1)NC1CCCCC1 (dicyclohexylamine), ClC1=C(C=C(C(=O)SC[C@H](C(=O)N2[C@H](C(=O)O)CCC2)C)C=C1)S(N)(=O)=O (1-[3-(4-chloro-3-sulfamoylbenzoylthio)-2(S)-methylpropionyl]-L-proline). Reaction SMILES: [Cl:1][C:2]1[CH:10]=[CH:9][C:5]([C:6]([OH:8])=[S:7])=[CH:4][C:3]=1[S:11](=[O:14])(=[O:13])[NH2:12].[CH3:15][C:16](=[CH2:27])[C:17]([N:19]1[CH2:26][CH2:25][CH2:24][C@H:20]1[C:21]([OH:23])=[O:22])=[O:18].[CH2:28](O)C>>[CH:26]1([NH:19][CH:2]2[CH2:3][CH2:4][CH2:5][CH2:9][CH2:10]2)[CH2:28][CH2:21][CH2:20][CH2:24][CH2:25]1.[Cl:1][C:2]1[CH:10]=[CH:9][C:5]([C:6]([S:7][CH2:15][C@@H:16]([CH3:27])[C:17]([N:19]2[CH2:26][CH2:25][CH2:24][C@H:20]2[C:21]([OH:23])=[O:22])=[O:18])=[O:8])=[CH:4][C:3]=1[S:11](=[O:14])(=[O:13])[NH2:12]. Procedure: 5 g of 4-chloro-3-sulfamoyl-thiobenzoic acid is added slowly to a stirred solution of 3.6 g of 1-(2-methyl-2-propenoyl)-L-proline in 50 ml of ethanol at room temperature. The resulting mixture is stirred overnight and then concentrated under reduced pressure. To the residue are added ethyl acetate and water. The organic layer is washed with water, dried over anhydrous magnesium sulfate and concentrated under reduced pressure. The residue is treated in an analogous manner of Example 4 to give dic... RXN SMILES: [C:1]([CH3:2])([CH3:3])([CH3:4])[O:5][C:6](=[O:7])[N:8]([CH2:9][CH2:10][c:11]1[c:12](-[c:23]2[cH:24][c:25]([Cl:30])[cH:26][c:27]([Cl:29])[cH:28]2)[nH:13][c:14]2[cH:15][cH:16][c:17]([C:20](=[O:21])[OH:22])[cH:18][c:19]12)[CH2:31][CH2:32][CH2:33][CH2:34][c:35]1[cH:36][n:37][cH:38][cH:39][cH:40]1.[CH2:63]([CH3:64])[NH:65][CH2:66][CH3:67].[CH3:52][N:53]([CH3:54])[CH2:55][CH2:56][CH2:57][N:58]=[C:59]=[N:60][CH2:61][CH3:62].[ClH:51].[OH:41][n:42]1[c:43]2[cH:44][cH:45][cH:46][cH:47][c:48]2[n:49][n:50]1>>[C:1]([CH3:2])([CH3:3])([CH3:4])[O:5][C:6](=[O:7])[N:8]([CH2:9][CH2:10][c:11]1[c:12](-[c:23]2[cH:24][c:25]([Cl:30])[cH:26][c:27]([Cl:29])[cH:28]2)[nH:13][c:14]2[cH:15][cH:16][c:17]([C:20](=[O:22])[N:65]([CH2:63][CH3:64])[CH2:66][CH3:67])[cH:18][c:19]12)[CH2:31][CH2:32][CH2:33][CH2:34][c:35]1[cH:36][n:37][cH:38][cH:39][cH:40]1. Yields the product CCN(CC)C(=O)c1ccc2[nH]c(-c3cc(Cl)cc(Cl)c3)c(CCN(CCCCc3cccnc3)C(=O)OC(C)(C)C)c2c1. Reactants: CC(C)(C)OC(=O)N(CCCCc1cccnc1)CCc1c(-c2cc(Cl)cc(Cl)c2)[nH]c2ccc(C(=O)O)cc12, CCNCC, CCN=C=NCCCN(C)C, Cl, On1nnc2ccccc21. The reactants are OCCC1CCN(Cc2ccccc2)CC1, Oc1ccc(F)cc1, c1ccc(P(c2ccccc2)c2ccccc2)cc1. Product: Fc1ccc(OCCC2CCN(Cc3ccccc3)CC2)cc1. As a reaction SMILES: [CH2:1]([c:2]1[cH:3][cH:4][cH:5][cH:6][cH:7]1)[N:8]1[CH2:9][CH2:10][CH:11]([CH2:14][CH2:15][OH:16])[CH2:12][CH2:13]1.[F:17][c:18]1[cH:19][cH:20][c:21]([OH:24])[cH:22][cH:23]1.[c:25]1([P:26]([c:27]2[cH:28][cH:29][cH:30][cH:31][cH:32]2)[c:33]2[cH:34][cH:35][cH:36][cH:37][cH:38]2)[cH:39][cH:40][cH:41][cH:42][cH:43]1>>[CH2:1]([c:2]1[cH:3][cH:4][cH:5][cH:6][cH:7]1)[N:8]1[CH2:9][CH2:10][CH:11]([CH2:14][CH2:15][O:16][c:21]2[cH:20][cH:19][c:18]([F:17])[cH:23][cH:22]2)[CH2:12][CH2:13]1. Reaction conditions: time 1 hour. Starting materials: O1C(=NC2=C1C=CC=C2)C([C@H](CCC)NC(C(CC(=O)N2CCOCC2)CC2(CC2)CC2=CC=CC=C2)=O)O (N-[(S)-1-(Benzoxazol-2-yl-hydroxy-methyl)-butyl]-2-(1-benzyl-cyclopropylmethyl)-4-morpholin-4-yl-4-oxo-butyramide), CC(=O)OI1(C=2C=CC=CC2C(=O)O1)(OC(=O)C)OC(=O)C (Dess-Martin Periodinane). The solvent is ClCCl (dichloromethane), ClCCl (dichloromethane). Reported procedure: To a solution of N-[(S)-1-(Benzoxazol-2-yl-hydroxy-methyl)-butyl]-2-(1-benzyl-cyclopropylmethyl)-4-morpholin-4-yl-4-oxo-butyramide (55 mg, 0.103 mmol) in dry dichloromethane under N2 was added a solution of Dess-Martin Periodinane solution in dichloromethane (15% wt in DCM, 0.206 mmol) and stirred at room temperature for 1 hr. The mixture was quenched with a solution Na2SO3 (65.4 mg) in saturated NaHCO3 (20 mL). The aqueous layer was extracted with dichloromethane (2×25 mL). Organic extracts dri... The yield is 78.5%. Yields the product O1C(=NC2=C1C=CC=C2)C(=O)[C@H](CCC)NC(C(CC(=O)N2CCOCC2)CC2(CC2)CC2=CC=CC=C2)=O (N-[(S)-1-(Benzoxazole-2-carbonyl)-butyl]-2-(1-benzyl-cyclopropylmethyl)-4-morpholin-4-yl-4-oxo-butyramide). RXN SMILES: [O:1]1[C:5]2[CH:6]=[CH:7][CH:8]=[CH:9][C:4]=2[N:3]=[C:2]1[CH:10]([OH:39])[C@@H:11]([NH:15][C:16](=[O:38])[CH:17]([CH2:27][C:28]1([CH2:31][C:32]2[CH:37]=[CH:36][CH:35]=[CH:34][CH:33]=2)[CH2:30][CH2:29]1)[CH2:18][C:19]([N:21]1[CH2:26][CH2:25][O:24][CH2:23][CH2:22]1)=[O:20])[CH2:12][CH2:13][CH3:14].CC(OI1(OC(C)=O)(OC(C)=O)OC(=O)C2C=CC=CC1=2)=O>ClCCl>[O:1]1[C:5]2[CH:6]=[CH:7][CH:8]=[CH:9][C:4]=2[N:3]=[C:2]1[C:10]([C@@H:11]([NH:15][C:16](=[O:38])[CH:17]([CH2:27][C:28]1([CH2:31][C:32]2[CH:37]=[CH:36][CH:35]=[CH:34][CH:33]=2)[CH2:30][CH2:29]1)[CH2:18][C:19]([N:21]1[CH2:22][CH2:23][O:24][CH2:25][CH2:26]1)=[O:20])[CH2:12][CH2:13][CH3:14])=[O:39].